From a dataset of the Open Reaction Database (ORD), a public repository of structured organic reaction records. describe an organic reaction: reactants, conditions, products, and yield Reactants: BrC=1C=C2C(=C(C=NC2=CC1)C(=O)C1CC1)NC1C2CC3(CC(CC1C3)C2)NC(OC(C)(C)C)=O (tert-butyl 4-[6-bromo-3-(cyclopropanecarbonyl)quinolin-4-ylamino]adamantylcarbamate), ClC1=C(C(=CC(=C1)B1OC(C(O1)(C)C)(C)C)OC)O (2-chloro-6-methoxy-4-(4,4,5,5-tetramethyl-1,3,2-dioxaborolan-2-yl)phenol). Yields the product C1(CC1)C(=O)C=1C=NC2=CC=C(C=C2C1NC1C2CC3(CC(CC1C3)C2)NC(OC(C)(C)C)=O)C2=CC(=C(C(=C2)OC)O)Cl (tert-Butyl 4-[3-(cyclopropanecarbonyl)-6-(3-chloro-4-hydroxy-5-methoxyphenyl) quinolin-4-ylamino]adamantylcarbamate). The yield is 135.9%. RXN SMILES: Br[C:2]1[CH:3]=[C:4]2[C:9](=[CH:10][CH:11]=1)[N:8]=[CH:7][C:6]([C:12]([CH:14]1[CH2:16][CH2:15]1)=[O:13])=[C:5]2[NH:17][CH:18]1[CH:25]2[CH2:26][C:21]3([NH:28][C:29](=[O:35])[O:30][C:31]([CH3:34])([CH3:33])[CH3:32])[CH2:22][CH:23]([CH2:27][CH:19]1[CH2:20]3)[CH2:24]2.[Cl:36][C:37]1[CH:42]=[C:41](B2OC(C)(C)C(C)(C)O2)[CH:40]=[C:39]([O:52][CH3:53])[C:38]=1[OH:54]>>[CH:14]1([C:12]([C:6]2[CH:7]=[N:8][C:9]3[C:4]([C:5]=2[NH:17][CH:18]2[CH:19]4[CH2:20][C:21]5([NH:28][C:29](=[O:35])[O:30][C:31]([CH3:33])([CH3:32])[CH3:34])[CH2:22][CH:23]([CH2:24][CH:25]2[CH2:26]5)[CH2:27]4)=[CH:3][C:2]([C:41]2[CH:40]=[C:39]([O:52][CH3:53])[C:38]([OH:54])=[C:37]([Cl:36])[CH:42]=2)=[CH:11][CH:10]=3)=[O:13])[CH2:16][CH2:15]1. Procedure details: Following general procedure F, tert-butyl 4-[6-bromo-3-(cyclopropanecarbonyl)quinolin-4-ylamino]adamantylcarbamate (57 mg, 0.100 mmol) was reacted with 2-chloro-6-methoxy-4-(4,4,5,5-tetramethyl-1,3,2-dioxaborolan-2-yl)phenol (43 mg, 0.150 mmol) to afford the crude product (84 mg) as a brown oil: ESI MS m/z 619 [C35H40ClN3O5+H]+. Procedure details: 2.16 g (3.0 millimoles) of Z-Asp(OMe)-Leu-Arg(NO2)-Pro-ethylamide are dissolved in a mixture of 24 ml of methanol and 24 ml of acetic acid, thereafter 900 mg of 10% palladium-on-charcoal catalyst suspended in 24 ml of water are added under stirring and hydrogen gas is bubbled through the reaction mixture for 8 hours. Then the catalyst is filtered off, the filtrate is evaporated and the residue is triturated with ether and dried. Thus 1.73 g (87.3%) of title product are obtained. Reaction SMILES: [NH:1](C(OCC1C=CC=CC=1)=O)[C@H:2]([C:8]([NH:10][C@H:11]([C:16]([NH:18][C@H:19]([C:30]([N:32]1[CH2:39][CH2:38][CH2:37][C@H:33]1[C:34]([OH:36])=[O:35])=[O:31])[CH2:20][CH2:21][CH2:22][NH:23][C:24](=[NH:29])[NH:25][N+]([O-])=O)=[O:17])[CH2:12][CH:13]([CH3:15])[CH3:14])=[O:9])[CH2:3][C:4](=[O:7])[O:5][CH3:6].[CH2:50]([NH-:52])[CH3:51]>CO.C(O)(=O)C.[Pd].O>[NH2:1][C@H:2]([C:8]([NH:10][C@H:11]([C:16]([NH:18][C@H:19]([C:30]([N:32]1[CH2:39][CH2:38][CH2:37][C@H:33]1[C:34]([OH:36])=[O:35])=[O:31])[CH2:20][CH2:21][CH2:22][NH:23][C:24](=[NH:25])[NH2:29])=[O:17])[CH2:12][CH:13]([CH3:14])[CH3:15])=[O:9])[CH2:3][C:4](=[O:7])[O:5][CH3:6].[C:4]([O-:7])(=[O:5])[CH3:3].[C:4]([O-:7])(=[O:5])[CH3:3].[CH2:50]([NH-:52])[CH3:51] |f:0.1,6.7.8.9|. Solvent: CO (methanol), C(C)(=O)O (acetic acid), O (water). The yield is 256.0%. The reagents and catalysts are [Pd] (palladium-on-charcoal). Product: N[C@@H](CC(OC)=O)C(=O)N[C@@H](CC(C)C)C(=O)N[C@@H](CCCNC(N)=N)C(=O)N1[C@H](C(=O)O)CCC1.C(C)(=O)[O-].C(C)(=O)[O-].C(C)[NH-] (H-Asp(OMe)-Leu-Arg-Pro ethylamide diacetate). Starting materials: N([C@@H](CC(OC)=O)C(=O)N[C@@H](CC(C)C)C(=O)N[C@@H](CCCNC(N[N+](=O)[O-])=N)C(=O)N1[C@H](C(=O)O)CCC1)C(=O)OCC1=CC=CC=C1.C(C)[NH-] (Z-Asp(OMe)-Leu-Arg(NO2)-Pro ethylamide).